Dataset: the Open Reaction Database (ORD), a public repository of structured organic reaction records. Task: describe an organic reaction: reactants, conditions, products, and yield Yields the product COC(=O)C(=C(C)O)c1c(Cl)cccc1[N+](=O)[O-]. Reaction SMILES: [C:1]([CH2:2][C:3](=[O:4])[CH3:5])(=[O:6])[O:7][CH3:8].[ClH:22].[F:11][c:12]1[c:13]([N+:19](=[O:20])[O-:21])[cH:14][cH:15][cH:16][c:17]1[Cl:18].[H-:10].[Na+:9].[O:23]=[CH:24][N:25]([CH3:26])[CH3:27].[OH2:28]>>[C:1]([C:2](=[C:3]([OH:4])[CH3:5])[c:12]1[c:13]([N+:19](=[O:20])[O-:21])[cH:14][cH:15][cH:16][c:17]1[Cl:18])(=[O:6])[O:7][CH3:8]. Starting materials: COC(=O)CC(C)=O, Cl, O=[N+]([O-])c1cccc(Cl)c1F, [H-], [Na+], CN(C)C=O, O. Reactants: O=[O+][O-] (ozone), O=[O+][O-] (ozone), C(C=CC)C1C(C2=CC(=CC=C2C1)C(C)(C)C)=O ((RS)-2-(2-buten-1-yl)-6-tert-butyl-1-indanone). Solvent: ClCCl (dichloromethane), CO (methanol). Reaction conditions: time 35 minute. Product: O=CCC1C(C2=CC(=CC=C2C1)C(C)(C)C)=O ((RS)-2-(2-oxoethyl)-6-tert-butyl-1-indanone). The yield is 92.0%. Reaction SMILES: [O:1]=[O+][O-].[CH2:4]([CH:8]1[CH2:16][C:15]2[C:10](=[CH:11][C:12]([C:17]([CH3:20])([CH3:19])[CH3:18])=[CH:13][CH:14]=2)[C:9]1=[O:21])[CH:5]=CC>ClCCl.CO>[O:1]=[CH:5][CH2:4][CH:8]1[CH2:16][C:15]2[C:10](=[CH:11][C:12]([C:17]([CH3:20])([CH3:19])[CH3:18])=[CH:13][CH:14]=2)[C:9]1=[O:21]. Procedure details: An ozone stream (3 g ozone/hour) was conducted for 35 minutes while stirring through a solution, cooled to -70°, of 7.35 g of (RS)-2-(2-buten-1-yl)-6-tert-butyl-1-indanone in 150 ml of anhydrous dichloromethane and 30 ml of anhydrous methanol. Subsequently, the solution was flushed with oxygen for 5 minutes and with argon for 10 minutes. After the addition of 3.36 ml of dimethyl sulfide, the mixture was stirred at room temperature for 17 hours. The reaction mixture was evaporated in a vacuum. Th... Reactants: COC1=CC=CC(=N1)C=O (6-methoxy-pyridine-2-carbaldehyde), [BH4-].[Na+] (sodium borohydride). Solvent: C1CCOC1 (THF). Reaction conditions: time 1 hour. The product is OCC1=NC(=CC=C1)OC (2-Hydroxymethyl-6-methoxypyridine). The yield is 80.5%. Reaction SMILES: [CH3:1][O:2][C:3]1[N:8]=[C:7]([CH:9]=[O:10])[CH:6]=[CH:5][CH:4]=1.[BH4-].[Na+]>C1COCC1>[OH:10][CH2:9][C:7]1[CH:6]=[CH:5][CH:4]=[C:3]([O:2][CH3:1])[N:8]=1 |f:1.2|. Reported procedure: To 6-methoxy-pyridine-2-carbaldehyde (J. Org. Chem. 1990, 55, 69-73) (11.0 g, 80.3 mmol) in wet THF (200 mL) add portion wise with stirring sodium borohydride (3.0 g, 79 mmol) and continue stirring for 1 h at ambient temperature. Add brine, extract the reaction mixture twice with EtOAc, dry the organic layer over anhydrous Na2SO4 and concentrate in vacuo. Pass the residue through a small plug of silica gel eluting with hexane/EtOAc (3:1) to provide the desired intermediate as a clear liquid (9.0... Starting materials: C(C)N1/C(/SC=C1C1=CC=CC=C1)=N/C1=CC=C(C(=O)OC)C=C1 ((Z)-methyl 4-(3-ethyl-4-phenylthiazol-2(3H)-ylideneamino)benzoate), [OH-].[Na+] (NaOH). The solvent is CO (MeOH), CO (MeOH). Reaction conditions: temperature 80 celsius. The product is C(C)N1/C(/SC=C1C1=CC=CC=C1)=N/C1=CC=C(C(=O)O)C=C1 ((Z)-4-(3-ethyl-4-phenylthiazol-2(3H)-ylideneamino)benzoic acid). RXN SMILES: [CH2:1]([N:3]1[C:7]([C:8]2[CH:13]=[CH:12][CH:11]=[CH:10][CH:9]=2)=[CH:6][S:5]/[C:4]/1=[N:14]\[C:15]1[CH:24]=[CH:23][C:18]([C:19]([O:21]C)=[O:20])=[CH:17][CH:16]=1)[CH3:2].[OH-].[Na+]>CO>[CH2:1]([N:3]1[C:7]([C:8]2[CH:9]=[CH:10][CH:11]=[CH:12][CH:13]=2)=[CH:6][S:5]/[C:4]/1=[N:14]\[C:15]1[CH:16]=[CH:17][C:18]([C:19]([OH:21])=[O:20])=[CH:23][CH:24]=1)[CH3:2] |f:1.2|. Procedure: To a solution of (Z)-methyl 4-(3-ethyl-4-phenylthiazol-2(3H)-ylideneamino)benzoate (2-4) (50 mg, 0.19 mmol) in MeOH (1 mL) is added a solution of NaOH (1.0 mL of 1N aqueous solution, 1.0 mmol) and MeOH (0.5 mL). The mixture is heated at 80° C. for 1 hour and the solvent is removed. The residue is purified by preparative LC/MS to provide (Z)-4-(3-ethyl-4-phenylthiazol-2(3H)-ylideneamino)benzoic acid (2-5). HPLC-MS calculated for C18H16N2O2S (M+H+) 325.1. found 325.1. The reactants are [Br-], CC(=O)OC(C)=O, Cc1ccccc1, C[Mg+], CSc1ncc(C#N)c(NC2CCC2)n1. Product: CSc1ncc(C#N)c(N(C(C)=O)C2CCC2)n1. As a reaction SMILES: [Br-:1].[CH3:19][C:20](=[O:21])[O:22][C:23]([CH3:24])=[O:25].[CH3:26][c:27]1[cH:28][cH:29][cH:30][cH:31][cH:32]1.[CH3:2][Mg+:3].[CH:4]1([NH:8][c:9]2[n:10][c:11]([S:17][CH3:18])[n:12][cH:13][c:14]2[C:15]#[N:16])[CH2:5][CH2:6][CH2:7]1>>[CH:4]1([N:8]([c:9]2[n:10][c:11]([S:17][CH3:18])[n:12][cH:13][c:14]2[C:15]#[N:16])[C:20]([CH3:19])=[O:21])[CH2:5][CH2:6][CH2:7]1.